The task is: describe an organic reaction: reactants, conditions, products, and yield. This data is from the Open Reaction Database (ORD), a public repository of structured organic reaction records. Starting materials: C[Si](C#CC(CCCC(=O)O)=O)(C)C (7-(trimethylsilyl)-5-oxohept-6-ynoic acid), C(NN)(=O)OC(C)(C)C (tert-butyl carbazate). Solvent: CC(C)O (IPA). Conditions: time 4 hour. Product: C(C)(C)(C)OC(=O)N\N=C(\CCCC(=O)O)/C#C[Si](C)(C)C ((5Z)-5-[(Tert-butoxycarbonyl)hydrazono]-7-(trimethylsilyl)hept-6-ynoic acid). Reaction SMILES: [CH3:1][Si:2]([CH3:14])([CH3:13])[C:3]#[C:4][C:5](=O)[CH2:6][CH2:7][CH2:8][C:9]([OH:11])=[O:10].[C:15]([O:19][C:20]([CH3:23])([CH3:22])[CH3:21])(=[O:18])[NH:16][NH2:17]>CC(O)C>[C:20]([O:19][C:15]([NH:16]/[N:17]=[C:5](\[C:4]#[C:3][Si:2]([CH3:14])([CH3:13])[CH3:1])/[CH2:6][CH2:7][CH2:8][C:9]([OH:11])=[O:10])=[O:18])([CH3:23])([CH3:22])[CH3:21]. Reported procedure: To a stirred solution of 54.0 g (254 mmol) of 7-(trimethylsilyl)-5-oxohept-6-ynoic acid from step A above in 750 mL of IPA under an atmosphere of nitrogen was added 33.6 g (254 mmol) of tert-butyl carbazate. The reaction mixture was stirred for 4 h at ambient temperature then evaporated in vacuo to remove all volatiles. This afforded the title compound as a yellow gum which was used without further purification (77 g, 93%). LC-MS: m/z (ES) 327 (MH)+. The reactants are [OH-].[K+] (KOH), solid, BrC=1C=C2C=CNC2=CC1 (5-bromoindole), C(C1=CC=CC=C1)Cl (benzyl chloride), O (water). Solvent: CN(C=O)C (dimethylformamide). Conditions: temperature 30 celsius. Yields the product C(C1=CC=CC=C1)N1C=CC2=CC(=CC=C12)Br (N-benzyl-5-bromoindole). The yield is 80.0%. As a reaction SMILES: [OH-].[K+].[Br:3][C:4]1[CH:5]=[C:6]2[C:10](=[CH:11][CH:12]=1)[NH:9][CH:8]=[CH:7]2.[CH2:13](Cl)[C:14]1[CH:19]=[CH:18][CH:17]=[CH:16][CH:15]=1.O>CN(C)C=O>[CH2:13]([N:9]1[C:10]2[C:6](=[CH:5][C:4]([Br:3])=[CH:12][CH:11]=2)[CH:7]=[CH:8]1)[C:14]1[CH:19]=[CH:18][CH:17]=[CH:16][CH:15]=1 |f:0.1|. Reported procedure: In a suspension of 26.6 g of KOH in 200 ml of dimethylformamide, 20.1 g of solid 5-bromoindole was incorporated while being stirred. The mixture was stirred for 50 minutes at room temperature, and 25.4 g of benzyl chloride was dropwise added to the mixture over a period of 16 minutes at a temperature of not higher than 30° C. The reaction mixture was maintained at 30° C. in an oil bath for 5 hours with stirring. After completion of the reaction, 200 ml of water was added and the thus-formed aque...